This data is from the Open Reaction Database (ORD), a public repository of structured organic reaction records. The task is: describe an organic reaction: reactants, conditions, products, and yield The reactants are [N+](=O)([O-])C1=C(C=CC=C1)OC=1C=C2CCC(OC2=CC1)C1=CC=CC=C1 (2-nitro-1-(2-phenylchroman-6-yloxy)-benzene), OC=1C=C2CCC(OC2=CC1)C1=CC=CC=C1 (6-hydroxyflavane), [OH-].[K+] (KOH), ClC1=C(C=C(C=C1)C(F)(F)F)[N+](=O)[O-] (4-chloro-3-nitro-1-trifluoromethylbenzene). Solvent: CS(=O)C (DMSO). Yields the product [N+](=O)([O-])C1=C(C=CC(=C1)C(F)(F)F)OC=1C=C2CCC(OC2=CC1)C1=CC=CC=C1 (2-Nitro-1-(2-phenylchroman-6-yloxy)-4-trifluoromethylbenzene). RXN SMILES: [N+:1]([C:4]1[CH:9]=[CH:8][CH:7]=[CH:6][C:5]=1[O:10][C:11]1[CH:12]=[C:13]2[C:18](=[CH:19][CH:20]=1)[O:17][CH:16]([C:21]1[CH:26]=[CH:25][CH:24]=[CH:23][CH:22]=1)[CH2:15][CH2:14]2)([O-:3])=[O:2].OC1C=C2C(=CC=1)OC(C1C=CC=CC=1)CC2.[OH-].[K+].ClC1C=CC([C:53]([F:56])([F:55])[F:54])=CC=1[N+]([O-])=O>CS(C)=O>[N+:1]([C:4]1[CH:9]=[C:8]([C:53]([F:56])([F:55])[F:54])[CH:7]=[CH:6][C:5]=1[O:10][C:11]1[CH:12]=[C:13]2[C:18](=[CH:19][CH:20]=1)[O:17][CH:16]([C:21]1[CH:26]=[CH:25][CH:24]=[CH:23][CH:22]=1)[CH2:15][CH2:14]2)([O-:3])=[O:2] |f:2.3|. Reported procedure: 2-Nitro-1-(2-phenylchroman-6-yloxy)-4-trifluoromethylbenzene was prepared as described for 2-nitro-1-(2-phenylchroman-6-yloxy)-benzene in Example 29(a) except that 6-hydroxyflavane (0.339 g) was used in 7 ml of dry DMSO under nitrogen. Also KI (0.374 g) and KOH (0.168 g) and 4-chloro-3-nitro-1-trifluoromethylbenzene (0.24 ml) were added in similar manner. Product was purified by column chromatography (CH2Cl2:n-heptane/60:40). 1H-NMR (300 MHz; d6-DMSO): δ 8.44 (d, 1H, J=2.1 Hz), 7.99 (dd, 1H, J=9... Reactants: CN(C=O)C (N,N-dimethylformamide), BrC=1C=C(C(=O)N[C@H](C)C=2C=NC(=NC2)C)C=C(C1)C1=NC=C(C=C1)C ((R)-3-bromo-5-(5-methylpyridin-2-yl)-N-(1-(2-methylpyrimidin-5-yl)ethyl)benzamide), C(#N)C1=C(C=CC=C1)B(O)O (2-cyanophenylboronic acid), C([O-])([O-])=O.[Cs+].[Cs+] (cesium carbonate), O (Water). The reagents and catalysts are [I-].C(CCC)[N+](CCCC)(CCCC)CCCC (tetra-n-butylammonium iodide). Product: CC1=NC=C(C=N1)[C@@H](C)NC(=O)C=1C=C(C=C(C1)C1=NC=C(C=C1)C)C1=C(C=CC=C1)C#N (2′-Cyano-5-(5-methyl-pyridin-2-yl)-biphenyl-3-carboxylic acid [(R)-1-(2-methyl-pyrimidin-5-yl)-ethyl]-amide). As a reaction SMILES: Br[C:2]1[CH:3]=[C:4]([CH:17]=[C:18]([C:20]2[CH:25]=[CH:24][C:23]([CH3:26])=[CH:22][N:21]=2)[CH:19]=1)[C:5]([NH:7][C@@H:8]([C:10]1[CH:11]=[N:12][C:13]([CH3:16])=[N:14][CH:15]=1)[CH3:9])=[O:6].[C:27]([C:29]1[CH:34]=[CH:33][CH:32]=[CH:31][C:30]=1B(O)O)#[N:28].C(=O)([O-])[O-].[Cs+].[Cs+].O.CN(C)C=O>[I-].C([N+](CCCC)(CCCC)CCCC)CCC>[CH3:16][C:13]1[N:12]=[CH:11][C:10]([C@H:8]([NH:7][C:5]([C:4]2[CH:3]=[C:2]([C:30]3[CH:31]=[CH:32][CH:33]=[CH:34][C:29]=3[C:27]#[N:28])[CH:19]=[C:18]([C:20]3[CH:25]=[CH:24][C:23]([CH3:26])=[CH:22][N:21]=3)[CH:17]=2)=[O:6])[CH3:9])=[CH:15][N:14]=1 |f:2.3.4,7.8|. Reported procedure: In a 5 mL microwave vial, (R)-3-bromo-5-(5-methylpyridin-2-yl)-N-(1-(2-methylpyrimidin-5-yl)ethyl)benzamide (50.00 mg, 0.1216 mmol), 2-cyanophenylboronic acid (35.72 mg, 0.2431 mmol), cesium carbonate (198.0 mg, 0.6078 mmol), tetra-n-butylammonium iodide (44.90 mg, 0.1216 mmol), and POPd (6.100 mg, 0.01216 mmol) were dissolved in Water (0.09 mL, 5 mmol) and N,N-dimethylformamide (0.4 mL, 6 mmol). The reaction mixture was microwaved for 20 mins at 150 degrees. The reaction was purified directly b...